From a dataset of the Open Reaction Database (ORD), a public repository of structured organic reaction records. describe an organic reaction: reactants, conditions, products, and yield Reactants: C(C)(C)(C)C=1N=C(C2=C(N1)N(N=N2)CC2=C(C=CC=C2)Cl)N2CCOCC2 (5-tert-Butyl-3-(2-chloro-benzyl)-7-morpholin-4-yl-3H-[1,2,3]triazolo[4,5-d]pyrimidine), C(C1=CC=CC=C1)N1N=NC2=C1N=C(N=C2N2C[C@@H](CC2)O)C(C)(C)C.C(C)(C)(C)C=2N=C(C1=C(N2)N(N=N1)CC1=NN=NN1C)N1C[C@@H](CC1)O ((R)-1-(5-tert-butyl-3-((1-methyl-1H-tetrazol-5-yl)methyl)-3H-[1,2,3]triazolo[4,5-d]pyrimidin-7-yl)pyrrolidin-3-ol (R)-1-(3-Benzyl-5-tert-butyl-3H-[1,2,3]triazolo[4,5-d]pyrimidin-7-yl)-pyrrolidin-3-ol), C(C1=CC=CC=C1)N1N=NC2=C1N=C(N=C2Cl)C(C)(C)C (3-benzyl-5-tert-butyl-7-chloro-triazolo[4,5-d]pyrimidine), N1C[C@@H](CC1)O ((R)-pyrrolidin-3-ol), C(C)(C)(C)C=1N=C(C2=C(N1)N(N=N2)CC)N2CC(CC2)(F)F (5-tert-Butyl-7-(3,3-difluoro-pyrrolidin-1-yl)-3-ethyl-3H-[1,2,3]triazolo[4,5-d]pyrimidine), ClCC1=NN=NN1C (5-(chloromethyl)-1-methyl-1H-tetrazole), C(C)(C)(C)C=1N=C(C2=C(N1)NN=N2)N2C[C@@H](CC2)O ((R)-1-(5-tert-Butyl-3H-[1,2,3]triazolo[4,5-d]pyrimidin-7-yl)-pyrrolidin-3-ol). Reagents/catalysts: [Pd] (Pd/C). The product is C(C1=CC=CC=C1)N1N=NC2=C1N=C(N=C2N2C[C@@H](CC2)O)C(C)(C)C ((R)-1-(3-Benzyl-5-tert-butyl-3H-[1,2,3]triazolo[4,5-d]pyrimidin-7-yl)-pyrrolidin-3-ol). As a reaction SMILES: [C:1]([C:5]1[N:6]=[C:7]([N:22]2[CH2:27][CH2:26][O:25][CH2:24][CH2:23]2)[C:8]2[N:13]=[N:12][N:11]([CH2:14][C:15]3[CH:20]=[CH:19][CH:18]=[CH:17][C:16]=3Cl)[C:9]=2[N:10]=1)([CH3:4])([CH3:3])[CH3:2].C(N1C2N=C(C(C)(C)C)N=C(Cl)C=2N=N1)C1C=CC=CC=1.N1CC[C@@H](O)C1.C(N1C2N=C(C(C)(C)C)N=C(N3CC[C@@H](O)C3)C=2N=N1)C1C=CC=CC=1.C(C1N=C(N2CC[C@@H](O)C2)C2N=NN(CC3N(C)N=NN=3)C=2N=1)(C)(C)C.C(C1N=C(N2CC[C@@H](O)C2)C2N=NNC=2N=1)(C)(C)C.C(C1N=C(N2CCC(F)(F)C2)C2N=NN(CC)C=2N=1)(C)(C)C.ClCC1N(C)N=NN=1>[Pd]>[CH2:14]([N:11]1[C:9]2[N:10]=[C:5]([C:1]([CH3:4])([CH3:3])[CH3:2])[N:6]=[C:7]([N:22]3[CH2:27][CH2:26][C@@H:24]([OH:25])[CH2:23]3)[C:8]=2[N:13]=[N:12]1)[C:15]1[CH:16]=[CH:17][CH:18]=[CH:19][CH:20]=1 |f:3.4|. Procedure: In analogy to the procedure described for the synthesis of 5-tert-butyl-3-(2-chlorobenzyl)-7-morpholin-4-yl-3H-[1,2,3]triazolo[4,5-d]pyrimidine (example 1, step c), the title compound was prepared from 3-benzyl-5-tert-butyl-7-chloro-triazolo[4,5-d]pyrimidine and (R)-pyrrolidin-3-ol and isolated as white foam. MS (m/e): 352.4 (MH+). b)(R)-1-(5-tert-butyl-3-((1-methyl-1H-tetrazol-5-yl)methyl)-3H-[1,2,3]triazolo[4,5-d]pyrimidin-7-yl)pyrrolidin-3-ol (R)-1-(3-Benzyl-5-tert-butyl-3H-[1,2,3]triazolo[4,... Reactants: N, [B-](CC)(CC)CC.[Li+], C1CN(C[C@@H](C1=O)O)S(=O)(=O)C. The reagents and catalysts are c1ccc(cc1)-c2c3ccccc3cc4ccccc24 (9-Phenylanthracene). Run at temperature 25 celsius, time 18 hour. The product is CS(=O)(=O)N1CC[C@@H](N)[C@H](O)C1. As a reaction SMILES: [Li+].CC[BH-](CC)CC.[NH3:1].[CH3:2][S:3]([N:6]1[CH2:12][C@H:10]([OH:11])[C:9](=O)[CH2:8][CH2:7]1)(=[O:5])=[O:4]>>[CH3:2][S:3]([N:6]1[CH2:12][C@@H:10]([OH:11])[C@H:9]([NH2:1])[CH2:8][CH2:7]1)(=[O:5])=[O:4]. The reactants are O=C1N(C=2N(C(=C1CC1=CC=C(C=C1)C=1C(=CC=CC1)C#N)CCC)N=CN2)C2CCC(CC2)=O (4′-{[5-oxo-4-(4-oxocyclohexyl)-7-propyl-4,5-dihydro[1,2,4]triazolo[1,5-a]pyrimidin-6-yl]methyl}biphenyl-2-carbonitrile), C(CCO)O (propane-1,3-diol). The reagents and catalysts are O.C1(=CC=C(C=C1)S(=O)(=O)O)C (p-toluenesulfonic acid monohydrate). The solvent is C1(=CC=CC=C1)C (toluene). Conditions: temperature 110 celsius, time 16 hour. Yields the product O1CCCOC12CCC(CC2)N2C=1N(C(=C(C2=O)CC2=CC=C(C=C2)C=2C(=CC=CC2)C#N)CCC)N=CN1 (4′-{[4-(1,5-dioxaspiro[5.5]undec-9-yl)-5-oxo-7-propyl-4,5-dihydro[1,2,4]triazolo[1,5-a]pyrimidin-6-yl]methyl}biphenyl-2-carbonitrile). Isolated yield 99.6%. As a reaction SMILES: [O:1]=[C:2]1[C:7]([CH2:8][C:9]2[CH:14]=[CH:13][C:12]([C:15]3[C:16]([C:21]#[N:22])=[CH:17][CH:18]=[CH:19][CH:20]=3)=[CH:11][CH:10]=2)=[C:6]([CH2:23][CH2:24][CH3:25])[N:5]2[N:26]=[CH:27][N:28]=[C:4]2[N:3]1[CH:29]1[CH2:34][CH2:33][C:32](=[O:35])[CH2:31][CH2:30]1.[CH2:36](O)[CH2:37][CH2:38][OH:39]>O.C1(C)C=CC(S(O)(=O)=O)=CC=1.C1(C)C=CC=CC=1>[O:39]1[C:32]2([CH2:31][CH2:30][CH:29]([N:3]3[C:2](=[O:1])[C:7]([CH2:8][C:9]4[CH:10]=[CH:11][C:12]([C:15]5[C:16]([C:21]#[N:22])=[CH:17][CH:18]=[CH:19][CH:20]=5)=[CH:13][CH:14]=4)=[C:6]([CH2:23][CH2:24][CH3:25])[N:5]4[N:26]=[CH:27][N:28]=[C:4]34)[CH2:34][CH2:33]2)[O:35][CH2:36][CH2:37][CH2:38]1 |f:2.3|. Procedure details: A mixture of 4′-{[5-oxo-4-(4-oxocyclohexyl)-7-propyl-4,5-dihydro[1,2,4]triazolo[1,5-a]pyrimidin-6-yl]methyl}biphenyl-2-carbonitrile (0.5 g), propane-1,3-diol (0.12 g), p-toluenesulfonic acid monohydrate (0.01 g) and toluene (15 mL) was subjected to an azeotropic dehydration reaction by stirring at 110° C. for 16 hr in a reaction vessel equipped with a Dean-stark trap. The reaction mixture was concentrated, and the obtained residue was purified by silica gel column chromatography to give the titl... Reactants: [OH-].[Na+] (NaOH), 3L, C(=O)(OC)C(CS(=O)(=O)Cl)CC1=CC=CC=C1 (2-Carbomethoxy-3-phenyl-1-propanesulfonyl Chloride), C(C1=CC=CC=C1)N1CCNCC1 (N-benzyl piperazine). Run in ClCCl (dichloromethane), ClCCl (dichloromethane). Conditions: temperature 0 celsius, time 2 hour. Product: C(C1=CC=CC=C1)C(C(=O)OC)CS(=O)(=O)N1CCN(CC1)CC1=CC=CC=C1 (Methyl 2-Benzyl-3-(1-benzyl-piperazin-4-ylsulfonyl)propionate). Yield: 83.7%. Reaction SMILES: [C:1]([CH:5]([CH2:11][C:12]1[CH:17]=[CH:16][CH:15]=[CH:14][CH:13]=1)[CH2:6][S:7](Cl)(=[O:9])=[O:8])([O:3][CH3:4])=[O:2].[CH2:18]([N:25]1[CH2:30][CH2:29][NH:28][CH2:27][CH2:26]1)[C:19]1[CH:24]=[CH:23][CH:22]=[CH:21][CH:20]=1.[OH-].[Na+]>ClCCl>[CH2:11]([CH:5]([CH2:6][S:7]([N:28]1[CH2:29][CH2:30][N:25]([CH2:18][C:19]2[CH:20]=[CH:21][CH:22]=[CH:23][CH:24]=2)[CH2:26][CH2:27]1)(=[O:9])=[O:8])[C:1]([O:3][CH3:4])=[O:2])[C:12]1[CH:17]=[CH:16][CH:15]=[CH:14][CH:13]=1 |f:2.3|. Reported procedure: To a 3L round bottom flask was added the resultant compound from Example 1E (370.5 g, 1.34 mol) and dichloromethane (2L). The mixture was cooled to 0° C. in an ice water bath and a solution of N-benzyl piperazine (295.8 g, 1.68 mol) was added dropwise with vigorous stirring over 2 h. After the addition was completed, the mixture was stirred in additional 4 h while at 0° C. The solution was then poured into a separatory funnel containing 2L of a 5% aqueous NaOH solution. The layers were partition... Reactants: FC1=C(C=O)C=CC(=C1)F (2,4-difluorobenzaldehyde), CC(CCC1OCCO1)(C)[N+](=O)[O-] (2-(3-methyl-3-nitrobutyl)-1,3-dioxolane), C(C)(=O)O (Acetic acid). Reagents/catalysts: [Zn] (zinc). Solvent: ice water, C(C)O (ethanol). Run at time 10 hour. Yields the product FC1=C(C=CC(=C1)F)C=[N+]([O-])C(CCC1OCCO1)(C)C (α-(2,4-difluorophenyl)-N-[dimethyl(3,3-ethylenedioxy-1-propyl)methyl]nitrone). The yield is 68.7%. As a reaction SMILES: [F:1][C:2]1[CH:9]=[C:8]([F:10])[CH:7]=[CH:6][C:3]=1[CH:4]=O.[CH3:11][C:12]([N+:21]([O-])=[O:22])([CH3:20])[CH2:13][CH2:14][CH:15]1[O:19][CH2:18][CH2:17][O:16]1.C(O)(=O)C>C(O)C.[Zn]>[F:1][C:2]1[CH:9]=[C:8]([F:10])[CH:7]=[CH:6][C:3]=1[CH:4]=[N+:21]([C:12]([CH3:20])([CH3:11])[CH2:13][CH2:14][CH:15]1[O:16][CH2:17][CH2:18][O:19]1)[O-:22]. Procedure details: A suspension of 2,4-difluorobenzaldehyde (290.6 mg, 2.04 mmol), 2-(3-methyl-3-nitrobutyl)-1,3-dioxolane (776.8 mg, 4.11 mmol) and zinc (402.7 mg, 6.16 mmol) in ethanol (5 ml) was cooled to 0° C. in ice-water bath. Acetic acid (0.69 ml, 12.0 mmol) was added dropwise to the mixture. The mixture was gradually warmed to room temperature and stirred for 10 hours and let stand overnight. The mixture was filtered through Celite® bed and the filtrate was concentrated and purified by silica gel chromatog...